From a dataset of the Open Reaction Database (ORD), a public repository of structured organic reaction records. describe an organic reaction: reactants, conditions, products, and yield Starting materials: [O-]P(=O)([O-])[O-].[K+].[K+].[K+] (K3PO4), BrC1=CC=CC2=C1SC=C2 (7-bromobenzo[b]thiophene), CC1=NC=NC=C1B(O)O (4-methylpyrimidin-5-ylboronic acid), O1CCOCC1 (dioxane). The reagents and catalysts are C1=CC=C(C=C1)P([C-]2C=CC=C2)C3=CC=CC=C3.C1=CC=C(C=C1)P([C-]2C=CC=C2)C3=CC=CC=C3.Cl[Pd]Cl.[Fe+2].C(Cl)Cl (PdCl2(dppf) CH2Cl2). Solvent: O (water), C(Cl)Cl (CH2Cl2). Reaction conditions: temperature 100 celsius. Product: S1C2=C(C=C1)C=CC=C2C=2C(=NC=NC2)C (5-(Benzo[b]thiophen-7-yl)-4-methylpyrimidine). Isolated yield 30.3%. As a reaction SMILES: Br[C:2]1[C:7]2[S:8][CH:9]=[CH:10][C:6]=2[CH:5]=[CH:4][CH:3]=1.[CH3:11][C:12]1[C:17](B(O)O)=[CH:16][N:15]=[CH:14][N:13]=1.O1CCOCC1.[O-]P([O-])([O-])=O.[K+].[K+].[K+]>C(Cl)Cl.C1C=CC(P(C2C=CC=CC=2)[C-]2C=CC=C2)=CC=1.C1C=CC(P(C2C=CC=CC=2)[C-]2C=CC=C2)=CC=1.Cl[Pd]Cl.[Fe+2].C(Cl)Cl.O>[S:8]1[CH:9]=[CH:10][C:6]2[CH:5]=[CH:4][CH:3]=[C:2]([C:17]3[C:12]([CH3:11])=[N:13][CH:14]=[N:15][CH:16]=3)[C:7]1=2 |f:3.4.5.6,8.9.10.11.12|. Reported procedure: A vessel capable of sealing was charged with a mixture of 7-bromobenzo[b]thiophene (100 mg, 0.467 mmol), 4-methylpyrimidin-5-ylboronic acid (97 mg, 0.70 mmol), PdCl2(dppf)-CH2Cl2 adduct (19.2 mg, 0.023 mmol), dioxane (3 mL), and a 2.0 M water solution of K3PO4 (0.7 mL, 1.41 mmol) and was purged with nitrogen for 10 min. The vessel was sealed and heated at 100° C. for 16 hours. Upon cooling, the reaction mixture was diluted with CH2Cl2 and filtered with CH2Cl2/MeOH washing. The filtrate was conce... The reactants are CO, Cl, CCOC(=O)C1=C(c2ccc(F)cc2)CCN(C(=O)OC(C)(C)C)C1, [Mg]. The product is CCOC(=O)C1CN(C(=O)OC(C)(C)C)CCC1c1ccc(F)cc1. RXN SMILES: [CH3:28][OH:29].[ClH:27].[F:2][c:3]1[cH:4][cH:5][c:6]([C:9]2=[C:10]([C:22](=[O:23])[O:24][CH2:25][CH3:26])[CH2:11][N:12]([C:15](=[O:16])[O:17][C:18]([CH3:19])([CH3:20])[CH3:21])[CH2:13][CH2:14]2)[cH:7][cH:8]1.[Mg:1]>>[F:2][c:3]1[cH:4][cH:5][c:6]([CH:9]2[CH:10]([C:22](=[O:23])[O:24][CH2:25][CH3:26])[CH2:11][N:12]([C:15](=[O:16])[O:17][C:18]([CH3:19])([CH3:20])[CH3:21])[CH2:13][CH2:14]2)[cH:7][cH:8]1. Reactants: [N+](=O)([O-])C1=C(OC=2C=CC(=C(C2)O)SC)C=CC(=C1)C(F)(F)F (5-(2-Nitro-4-trifluoromethylphenoxy)-2-(methylthio)phenol), C([O-])([O-])=O.[K+].[K+] (potassium carbonate), BrC(C(=O)OCCC)C (propyl 2-bromopropionate), CS(=O)C (dimethylsulfoxide), glass. The solvent is O (water), CCCCCC.C(C)(=O)OCC (hexane ethyl acetate). Run at time 8 hour. Product: [N+](=O)([O-])C1=C(OC=2C=CC(=C(SC(C(=O)OCCC)C)C2)C)C=CC(=C1)C(F)(F)F (propyl 2-[5-(2-nitro-4-trifluoromethylphenoxy)-2-methylthiophenoxy]propionate). Reaction SMILES: [N+:1]([C:4]1[CH:19]=[C:18]([C:20]([F:23])([F:22])[F:21])[CH:17]=[CH:16][C:5]=1[O:6][C:7]1[CH:8]=[CH:9][C:10](SC)=[C:11](O)[CH:12]=1)([O-:3])=[O:2].C(=O)([O-])[O-].[K+].[K+].Br[CH:31]([CH3:38])[C:32]([O:34][CH2:35][CH2:36][CH3:37])=[O:33].C[S:40]([CH3:42])=O>CCCCCC.C(OCC)(=O)C.O>[N+:1]([C:4]1[CH:19]=[C:18]([C:20]([F:21])([F:22])[F:23])[CH:17]=[CH:16][C:5]=1[O:6][C:7]1[CH:12]=[CH:11][C:10]([CH3:9])=[C:42]([CH:8]=1)[S:40][CH:31]([CH3:38])[C:32]([O:34][CH2:35][CH2:36][CH3:37])=[O:33])([O-:3])=[O:2] |f:1.2.3,6.7|. Reported procedure: 5-(2-Nitro-4-trifluoromethylphenoxy)-2-(methylthio)phenol (0.05 mole), potassium carbonate (0.2 mole), propyl 2-bromopropionate (0.08 mole) and dimethylsulfoxide (200 ml) are charged into a 500 ml glass reaction flask equipped with a mechanical stirrer. The reaction mixture is stirred at room temperature for a period of about 8 hours. After this time the mixture is poured into 500 ml of water. The resulting mixture is extracted three times with 100 ml portions of methylene chloride. The extracts... The reactants are CCOC(C)=O, ClCCl, CCOC(C)=O, CS(=O)(=O)c1cccc2c1CN(C(CC1CCCCC1)C(=O)O)C2=O, CS(=O)(=O)c1cccc2c1C(=O)N(C(CC1CCCCC1)C(=O)O)C2, O=C(Nc1nccs1)C(CC1CCCCC1)N1Cc2ccccc2C1=O, Nc1ccncn1. Product: O=C(Nc1nccs1)C(CC1CCCCCC1)N1Cc2ccccc2C1=O. Reaction SMILES: [C:93]([O:94][CH2:95][CH3:96])(=[O:97])[CH3:98].[CH2:90]([Cl:91])[Cl:92].[CH3:84][CH2:85][O:86][C:87](=[O:88])[CH3:89].[CH:1]1([CH2:2][CH:3]([N:4]2[CH2:5][c:6]3[c:7]([cH:8][cH:9][cH:10][c:11]3[S:12]([CH3:13])(=[O:14])=[O:15])[C:16]2=[O:17])[C:18]([OH:19])=[O:20])[CH2:21][CH2:22][CH2:23][CH2:24][CH2:25]1.[CH:26]1([CH2:27][CH:28]([N:29]2[CH2:30][c:31]3[c:32]([c:33]([S:34]([CH3:35])(=[O:36])=[O:37])[cH:38][cH:39][cH:40]3)[C:41]2=[O:42])[C:43]([OH:44])=[O:45])[CH2:46][CH2:47][CH2:48][CH2:49][CH2:50]1.[CH:58]1([CH2:64][CH:65]([C:66](=[O:67])[NH:68][c:69]2[s:70][cH:71][cH:72][n:73]2)[N:74]2[C:75](=[O:83])[c:76]3[cH:77][cH:78][cH:79][cH:80][c:81]3[CH2:82]2)[CH2:59][CH2:60][CH2:61][CH2:62][CH2:63]1.[NH2:51][c:52]1[cH:53][cH:54][n:55][cH:56][n:57]1>>[CH2:1]1[CH:58]([CH2:64][CH:65]([C:66](=[O:67])[NH:68][c:69]2[s:70][cH:71][cH:72][n:73]2)[N:74]2[C:75](=[O:83])[c:76]3[cH:77][cH:78][cH:79][cH:80][c:81]3[CH2:82]2)[CH2:59][CH2:60][CH2:61][CH2:62][CH2:63]1. Starting materials: COCOCC1CN(C(=O)OC(C)(C)C)CCC1O, CCCCc1nnc(Cl)cc1-c1ccc(OC2CCCCC2)cc1, C1CCOC1, [H-], [Na+]. Product: CCCCc1nnc(OC2CCN(C(=O)OC(C)(C)C)CC2COCOC)cc1-c1ccc(OC2CCCCC2)cc1. As a reaction SMILES: [C:1]([CH3:2])([CH3:3])([CH3:4])[O:5][C:6](=[O:7])[N:8]1[CH2:9][CH:10]([CH2:15][O:16][CH2:17][O:18][CH3:19])[CH:11]([OH:14])[CH2:12][CH2:13]1.[CH2:22]([CH2:23][CH2:24][CH3:25])[c:26]1[n:27][n:28][c:29]([Cl:45])[cH:30][c:31]1-[c:32]1[cH:33][cH:34][c:35]([O:38][CH:39]2[CH2:40][CH2:41][CH2:42][CH2:43][CH2:44]2)[cH:36][cH:37]1.[CH2:46]1[O:47][CH2:48][CH2:49][CH2:50]1.[H-:21].[Na+:20]>>[C:1]([CH3:2])([CH3:3])([CH3:4])[O:5][C:6](=[O:7])[N:8]1[CH2:9][CH:10]([CH2:15][O:16][CH2:17][O:18][CH3:19])[CH:11]([O:14][c:29]2[n:28][n:27][c:26]([CH2:22][CH2:23][CH2:24][CH3:25])[c:31](-[c:32]3[cH:33][cH:34][c:35]([O:38][CH:39]4[CH2:40][CH2:41][CH2:42][CH2:43][CH2:44]4)[cH:36][cH:37]3)[cH:30]2)[CH2:12][CH2:13]1. Starting materials: Brc1ccccc1-c1ccccc1, ClP(C12CC3CC(CC(C3)C1)C2)C12CC3CC(CC(C3)C1)C2, C1CCOC1, CCCCC, [Cl-], [Mg]. Product: c1ccc(-c2ccccc2P(C23CC4CC(CC(C4)C2)C3)C23CC4CC(CC(C4)C2)C3)cc1. RXN SMILES: [Br:2][c:3]1[c:4](-[c:9]2[cH:10][cH:11][cH:12][cH:13][cH:14]2)[cH:5][cH:6][cH:7][cH:8]1.[C:16]12([P:26]([Cl:27])[C:28]34[CH2:29][CH:30]5[CH2:31][CH:32]([CH2:33][CH:34]([CH2:35]3)[CH2:36]5)[CH2:37]4)[CH2:17][CH:18]3[CH2:19][CH:20]([CH2:21][CH:22]([CH2:23]1)[CH2:24]3)[CH2:25]2.[CH2:38]1[O:39][CH2:40][CH2:41][CH2:42]1.[CH3:43][CH2:44][CH2:45][CH2:46][CH3:47].[Cl-:15].[Mg:1]>>[c:3]1([P:26]([C:16]23[CH2:17][CH:18]4[CH2:19][CH:20]([CH2:21][CH:22]([CH2:23]2)[CH2:24]4)[CH2:25]3)[C:28]23[CH2:29][CH:30]4[CH2:31][CH:32]([CH2:33][CH:34]([CH2:35]2)[CH2:36]4)[CH2:37]3)[c:4](-[c:9]2[cH:10][cH:11][cH:12][cH:13][cH:14]2)[cH:5][cH:6][cH:7][cH:8]1.